Dataset: the Open Reaction Database (ORD), a public repository of structured organic reaction records. Task: describe an organic reaction: reactants, conditions, products, and yield The reactants are CCN=C=NCCCN(C)C.Cl (WSC.HCl), Cl.CNOC (N,O-dimethylhydroxylamine hydrochloride), C=1C=CC2=C(C1)N=NN2O (HOBt), C(C1=CC=CC=C1)OCCCC(C(=O)[O-])CC(=O)OC(C)(C)C (4-tert-Butyl 2-(3-benzyloxypropyl)succinate). Solvent: CN(C)C=O (DMF), C(C)N(CC)CC (triethylamine), O (water), O (H2O). Reaction conditions: time 8 hour. Product: C(C1=CC=CC=C1)OCCCC(CC(=O)OC(C)(C)C)C(NCOC)=O (tert-Butyl 6-benzyloxy-3-(methoxymethylcarbamoyl)hexanoate). RXN SMILES: [CH2:1]([O:8][CH2:9][CH2:10][CH2:11][CH:12]([CH2:16][C:17]([O:19][C:20]([CH3:23])([CH3:22])[CH3:21])=[O:18])[C:13]([O-:15])=O)[C:2]1[CH:7]=[CH:6][CH:5]=[CH:4][CH:3]=1.Cl.CN[O:27][CH3:28].C1C=CC2N(O)N=[N:35][C:33]=2C=1.CCN=C=NCCCN(C)C.Cl>O.CN(C=O)C.C(N(CC)CC)C>[CH2:1]([O:8][CH2:9][CH2:10][CH2:11][CH:12]([C:13](=[O:15])[NH:35][CH2:33][O:27][CH3:28])[CH2:16][C:17]([O:19][C:20]([CH3:23])([CH3:22])[CH3:21])=[O:18])[C:2]1[CH:3]=[CH:4][CH:5]=[CH:6][CH:7]=1 |f:1.2,4.5|. Procedure details: 4-tert-Butyl 2-(3-benzyloxypropyl)succinate (80 g), triethylamine (48.4 mL) and DMF (400 mL) were mixed. To the mixture were added N,O-dimethylhydroxylamine hydrochloride (31.5 g), HOBt.H2O (45.6 g) and WSC.HCl (57.1 g) at ice temperature. The mixture was stirred at RT overnight. To the reaction mixture was added water (400 mL), and the mixture was extracted with hexane (480 mL, 480 mL, 240 mL). The combined organic layer was washed with aqueous 10 w/v % sodium carbonate (240 mL×3), aqueous 10 w...